Task: describe an organic reaction: reactants, conditions, products, and yield. Dataset: the Open Reaction Database (ORD), a public repository of structured organic reaction records The reactants are BrCC1C(C=2C(=C3C=C(C(NC3=C(C2)C)=O)C)O1)CC (2-Bromomethyl-5,8-dimethyl-3-ethyl-2,3,6,7-tetrahydrofuro[2,3-f]quinoline-7-one), solid, [N-]=[N+]=[N-].[Na+] (sodium azide). Run in CN(C=O)C (dimethylformamide). Yields the product N(=[N+]=[N-])CC1C(C=2C(=C3C=C(C(NC3=C(C2)C)=O)C)O1)CC (2-Azidomethyl-5,8-dimethyl-3-ethyl-2,3,6,7-tetrahydrofuro[2,3-f]quinoline-7-one). Yield: 57.5%. Reaction SMILES: Br[CH2:2][CH:3]1[O:18][C:6]2=[C:7]3[C:12](=[C:13]([CH3:15])[CH:14]=[C:5]2[CH:4]1[CH2:19][CH3:20])[NH:11][C:10](=[O:16])[C:9]([CH3:17])=[CH:8]3.[N-:21]=[N+:22]=[N-:23].[Na+]>CN(C)C=O>[N:21]([CH2:2][CH:3]1[O:18][C:6]2=[C:7]3[C:12](=[C:13]([CH3:15])[CH:14]=[C:5]2[CH:4]1[CH2:19][CH3:20])[NH:11][C:10](=[O:16])[C:9]([CH3:17])=[CH:8]3)=[N+:22]=[N-:23] |f:1.2|. Procedure details: The title compound was prepared in a manner similar to that described in Example 274 using the compound obtained in Example 292 (46 mg, 0.14 mmol), sodium azide (53 mg, 0.82 mmol) and dimethylformamide (1.0 ml). 24 mg of the title compound was obtained as a pale yellow solid (58.8%). The reactants are C1CCOC1, COc1ccc(C(=C(C)Br)c2ccc(OC)cc2)cc1, [Cl-], ClP(c1ccccc1)c1ccccc1, [Li]CCCC, [NH4+]. Product: COc1ccc(C(=C(C)P(c2ccccc2)c2ccccc2)c2ccc(OC)cc2)cc1. As a reaction SMILES: [CH2:42]1[O:43][CH2:44][CH2:45][CH2:46]1.[CH3:1][O:2][c:3]1[cH:4][cH:5][c:6]([C:9](=[C:10]([CH3:11])[Br:12])[c:13]2[cH:14][cH:15][c:16]([O:19][CH3:20])[cH:17][cH:18]2)[cH:7][cH:8]1.[Cl-:40].[Cl:26][P:27]([c:28]1[cH:29][cH:30][cH:31][cH:32][cH:33]1)[c:34]1[cH:35][cH:36][cH:37][cH:38][cH:39]1.[Li:21][CH2:22][CH2:23][CH2:24][CH3:25].[NH4+:41]>>[CH3:1][O:2][c:3]1[cH:4][cH:5][c:6]([C:9](=[C:10]([CH3:11])[P:27]([c:28]2[cH:29][cH:30][cH:31][cH:32][cH:33]2)[c:34]2[cH:35][cH:36][cH:37][cH:38][cH:39]2)[c:13]2[cH:14][cH:15][c:16]([O:19][CH3:20])[cH:17][cH:18]2)[cH:7][cH:8]1. Reactants: C1(CC1)CN1C(=O)N(C=2N=C(NC2C1=O)Cl)CC1CC1 (1,3-di-cyclopropylmethyl-8-chloro xanthine), N1CCCC1 (pyrrolidine). Product: C1(CC1)CN1C(=O)N(C=2N=C(NC2C1=O)N1CCCC1)CC1CC1 (1,3-Di-cyclopropylmethyl-8-pyrrolidinyl Xanthine). RXN SMILES: [CH:1]1([CH2:4][N:5]2[C:14](=[O:15])[C:13]3[NH:12][C:11](Cl)=[N:10][C:9]=3[N:8]([CH2:17][CH:18]3[CH2:20][CH2:19]3)[C:6]2=[O:7])[CH2:3][CH2:2]1.[NH:21]1[CH2:25][CH2:24][CH2:23][CH2:22]1>>[CH:1]1([CH2:4][N:5]2[C:14](=[O:15])[C:13]3[NH:12][C:11]([N:21]4[CH2:25][CH2:24][CH2:23][CH2:22]4)=[N:10][C:9]=3[N:8]([CH2:17][CH:18]3[CH2:20][CH2:19]3)[C:6]2=[O:7])[CH2:3][CH2:2]1. Procedure: The title compound was prepared from 1,3-di-cyclopropylmethyl-8-chloro xanthine (0.3 g, 0.0011 mol) and pyrrolidine (0.2 g, 0.0028 mol) using an analogous procedure to that described in Example 19. The title product was obtained as a crystalline solid, m.pt. >250° C.